Task: describe an organic reaction: reactants, conditions, products, and yield. Dataset: the Open Reaction Database (ORD), a public repository of structured organic reaction records Starting materials: C1(=CC=CC=C1)C (toluene), Cl(=O)(=O)O.C(C)O (chloric acid ethanol), C(C(C)C)[Al](CC(C)C)CC(C)C (triisobutylaluminum), methylaluminoxane, C=CC1=CC=CC=C1 (styrene). The reagents and catalysts are metallocene. Solvent: C=CC=C (1,3-butadiene). Yields the product C=CC1=CC=CC=C1.C=CC=C (styrene 1,3-butadiene). As a reaction SMILES: [CH2:1]=[CH:2][C:3]1[CH:8]=[CH:7][CH:6]=[CH:5][CH:4]=1.C([Al](CC(C)C)CC(C)C)C(C)C.[C:22]1(C)[CH:27]=CC=[CH:24][CH:23]=1.Cl(O)(=O)=O.C(O)C>C=CC=C>[CH2:1]=[CH:2][C:3]1[CH:8]=[CH:7][CH:6]=[CH:5][CH:4]=1.[CH2:27]=[CH:22][CH:23]=[CH2:24] |f:3.4,6.7|. Procedure: To a polymerization reactor under high purity nitrogen atmosphere, 50 ml of purified styrene and 50 ml of 1,3-butadiene were introduced and reaction temperature was controlled to 25° C. Then, 5 ml of triisobutylaluminum (1,0 M toluene solution) and 5 ml of methylaluminoxane (2.1 M toluene solution, Akzo Company product) were sequentially introduced. 5 ml (50 μmol of Ti) of toluene solution in which the metallocene catalyst is dissolved was added while vigorously agitating. After agitating for 2 ... Reactants: CS(=O)(=O)OCC1CN(c2ccc3cc(-c4ccccc4C(F)(F)F)[nH]c(=O)c3c2)C(=O)O1, CN(C)C=O, [N-]=[N+]=[N-], [Na+], O. Yields the product [N-]=[N+]=NCC1CN(c2ccc3cc(-c4ccccc4C(F)(F)F)[nH]c(=O)c3c2)C(=O)O1. RXN SMILES: [CH3:1][S:2]([O:3][CH2:6][CH:7]1[CH2:8][N:9]([c:13]2[cH:14][cH:15][c:16]3[cH:17][c:18](-[c:24]4[c:25]([C:30]([F:31])([F:32])[F:33])[cH:26][cH:27][cH:28][cH:29]4)[nH:19][c:20](=[O:23])[c:21]3[cH:22]2)[C:10](=[O:12])[O:11]1)(=[O:4])=[O:5].[CH3:39][N:40]([CH3:41])[CH:42]=[O:43].[N-:35]=[N+:36]=[N-:37].[Na+:34].[OH2:38]>>[CH2:6]([CH:7]1[CH2:8][N:9]([c:13]2[cH:14][cH:15][c:16]3[cH:17][c:18](-[c:24]4[c:25]([C:30]([F:31])([F:32])[F:33])[cH:26][cH:27][cH:28][cH:29]4)[nH:19][c:20](=[O:23])[c:21]3[cH:22]2)[C:10](=[O:12])[O:11]1)[N:35]=[N+:36]=[N-:37]. Reactants: C(C1=CC=CC=C1)(=O)[O-] (benzoate), [OH-].[K+] (potassium hydroxide). Solvent: CO (methanol). The product is C1=C(C=CC=C1)C(=O)O (benzene-2-carboxylic acid), dry white solid. Yield: 85.0%. As a reaction SMILES: [C:1]([O-:9])(=[O:8])[C:2]1[CH:7]=[CH:6][CH:5]=[CH:4][CH:3]=1.[OH-].[K+]>CO>[CH:3]1[CH:4]=[CH:5][CH:6]=[CH:7][C:2]=1[C:1]([OH:9])=[O:8] |f:1.2|. Procedure details: First, 1,3,4,5,6-pentamethyl-Dewar benzene-2-carboxylic acid was synthesized. Ethyl 1,3,4,5,6-pentamethyl Dewar benzoate (5.0 g) was combined with 3.80 g of potassium hydroxide in 50 mL methanol. This solution was stirred at gentle reflux for 16 hours. All methanol was then removed by rotary evaporation, and the resulting residue was dissolved in 75 mL water. To this solution was added 10% HCl (aq) dropwise until the pH of the solution was acidic. The resulting white precipitate was collected by... The reactants are BrCC1=CC=CC=C1 ((Bromomethyl)benzene), OC1=C(C(=O)OC)C=C(C=C1)O (methyl 2,5-dihydroxybenzoate), C([O-])([O-])=O.[K+].[K+] (potassium carbonate), CC1=CC=C(C=C1)S(=O)(=O)Cl (4-Methylbenzenesulfonyl chloride). Solvent: CC(=O)C (acetone). Reaction conditions: time 30 minute. Product: CC1=CC=C(C=C1)S(=O)(=O)OC=1C=CC(=C(C(=O)OC)C1)OCC1=CC=CC=C1 (Methyl 5-{[(4-methylphenyl)sulfonyl]oxy}-2-[(phenylmethyl)oxy]benzoate). RXN SMILES: [OH:1][C:2]1[CH:11]=[CH:10][C:9]([OH:12])=[CH:8][C:3]=1[C:4]([O:6][CH3:7])=[O:5].C(=O)([O-])[O-].[K+].[K+].[CH3:19][C:20]1[CH:25]=[CH:24][C:23]([S:26](Cl)(=[O:28])=[O:27])=[CH:22][CH:21]=1.Br[CH2:31][C:32]1[CH:37]=[CH:36][CH:35]=[CH:34][CH:33]=1>CC(C)=O>[CH3:19][C:20]1[CH:25]=[CH:24][C:23]([S:26]([O:12][C:9]2[CH:10]=[CH:11][C:2]([O:1][CH2:31][C:32]3[CH:37]=[CH:36][CH:35]=[CH:34][CH:33]=3)=[C:3]([CH:8]=2)[C:4]([O:6][CH3:7])=[O:5])(=[O:28])=[O:27])=[CH:22][CH:21]=1 |f:1.2.3|. Procedure details: A mixture of methyl 2,5-dihydroxybenzoate (2.5 g, 14.87 mmol), potassium carbonate (25 g, 181 mmol), and dry acetone (150 ml) was stirred at room temperature for 30 min. 4-Methylbenzenesulfonyl chloride (2.86 g, 15.00 mmol) was added portionwise and the mixture was refluxed for 7 h. (Bromomethyl)benzene (6.35 g, 37.2 mmol) was added and the resulting mixture was refluxed overnight. After cooling, the precipitate was filtered, and the filtrate was evaporated. The residue was loaded onto a silica ... Starting materials: ClC(Cl)Cl, NC1=NN(c2cccc(C(=O)O)c2)CC1, O=C=Nc1ccccc1. Yields the product O=C(NC1=NN(c2cccc(C(=O)O)c2)CC1)Nc1ccccc1. As a reaction SMILES: [CH:25]([Cl:26])([Cl:27])[Cl:28].[NH2:1][C:2]1=[N:3][N:4]([c:7]2[cH:8][c:9]([C:13](=[O:14])[OH:15])[cH:10][cH:11][cH:12]2)[CH2:5][CH2:6]1.[c:16]1([N:22]=[C:23]=[O:24])[cH:17][cH:18][cH:19][cH:20][cH:21]1>>[NH:1]([C:2]1=[N:3][N:4]([c:7]2[cH:8][c:9]([C:13](=[O:14])[OH:15])[cH:10][cH:11][cH:12]2)[CH2:5][CH2:6]1)[C:23]([NH:22][c:16]1[cH:17][cH:18][cH:19][cH:20][cH:21]1)=[O:24].